This data is from the Open Reaction Database (ORD), a public repository of structured organic reaction records. The task is: describe an organic reaction: reactants, conditions, products, and yield Starting materials: C(C)OC(CN(C(=O)OC(C)(C)C)CCCC1=NC(=CC=C1)Br)=O ({[3-(6-Bromo-pyridin-2-yl)-propyl]-tert-butoxycarbonyl-amino}-acetic acid ethyl ester), [OH-].[Na+] (NaOH), Cl (HCl), CN1CCOCC1 (NMM), Cl.CNOC (N,O-dimethylhydroxylamine hydrochloride), C=1C=CC2=C(C1)N=NN2O (HOBT), C(CCl)Cl (EDC). Solvent: C(C)O (ethanol), CCO (EtOH), C(Cl)(Cl)Cl (chloroform). Run at temperature 50 celsius, time 1 hour. The product is C(C)(C)(C)OC(N(CC(N(C)OC)=O)CCCC1=NC(=CC=C1)Br)=O ([3-(6-Bromo-pyridin-2-yl)-propyl]-[(methoxy-methyl-carbamoyl)-methyl]-carbamic acid tert-butyl ester). RXN SMILES: C(O[C:4](=[O:24])[CH2:5][N:6]([CH2:14][CH2:15][CH2:16][C:17]1[CH:22]=[CH:21][CH:20]=[C:19]([Br:23])[N:18]=1)[C:7]([O:9][C:10]([CH3:13])([CH3:12])[CH3:11])=[O:8])C.[OH-].[Na+].Cl.CN1CCOCC1.Cl.[CH3:36][NH:37][O:38][CH3:39].C1C=CC2N(O)N=NC=2C=1.C(Cl)CCl>C(O)C.C(Cl)(Cl)Cl>[C:10]([O:9][C:7](=[O:8])[N:6]([CH2:14][CH2:15][CH2:16][C:17]1[CH:22]=[CH:21][CH:20]=[C:19]([Br:23])[N:18]=1)[CH2:5][C:4](=[O:24])[N:37]([O:38][CH3:39])[CH3:36])([CH3:11])([CH3:12])[CH3:13] |f:1.2,5.6|. Reported procedure: To a solution of 20-6 (23.4 g, 58.4 mmol) in ethanol (200 mL) was added NaOH (100 mL 1M solution in water, 100 mmol). After stirring for 1 h at 50° C., HCl (10.3 mL 12 M, 4.75 mmol) was added in 50 mL EtOH, and the mixture evaporated to give an oily residue. The residue was evaporated from ethanol three times, and then from acetonitrile three times, producing a yellow crusty solid which was dried under a vacuum of <2 mm Hg for 2 h. This residue was then slurried in acetonitrile (180 mL) and chlo... Starting materials: ClC=1C(=NN2C3=C(OCCC21)C=CC(=C3)I)C(=O)OCC (racemic ethyl 3-chloro-9-iodo-4,5-dihydrobenzo[b]pyrazolo[1,5-d][1,4]oxazepine-2-carboxylate), ethyl ester, C(#C)[C@]1(C(N(CC1)C)=O)O ((R)-3-ethynyl-3-hydroxy-1-methylpyrrolidin-2-one), ClC=1C(=NN2C3=C(OCCC21)C=CC(=C3)C#C[C@]3(C(N(CC3)C)=O)O)C(=O)OCC ((R)-ethyl 3-chloro-9-((3-hydroxy-1-methyl-2-oxopyrrolidin-3-yl)ethynyl)-4,5-dihydrobenzo[b]pyrazolo[1,5-d][1,4]oxazepine-2-carboxylate). The product is ClC=1C(=NN2C3=C(OCCC21)C=CC(=C3)C#C[C@]3(C(N(CC3)C)=O)O)C(=O)N ((R)-3-chloro-9-((3-hydroxy-1-methyl-2-oxopyrrolidin-3-yl)ethynyl)-4,5-dihydrobenzo[b]pyrazolo[1,5-d][1,4]oxazepine-2-carboxamide). Reaction SMILES: ClC1C(C(OCC)=O)=[N:4]N2C=1CCOC1C=CC(I)=CC2=1.C([C@]1(O)CCN(C)C1=O)#C.[Cl:32][C:33]1[C:34]([C:57]([O:59]CC)=O)=[N:35][N:36]2[C:42]=1[CH2:41][CH2:40][O:39][C:38]1[CH:43]=[CH:44][C:45]([C:47]#[C:48][C@:49]3([OH:56])[CH2:53][CH2:52][N:51]([CH3:54])[C:50]3=[O:55])=[CH:46][C:37]2=1>>[Cl:32][C:33]1[C:34]([C:57]([NH2:4])=[O:59])=[N:35][N:36]2[C:42]=1[CH2:41][CH2:40][O:39][C:38]1[CH:43]=[CH:44][C:45]([C:47]#[C:48][C@:49]3([OH:56])[CH2:53][CH2:52][N:51]([CH3:54])[C:50]3=[O:55])=[CH:46][C:37]2=1. Reported procedure: Similar to as described in General Procedure G, racemic ethyl 3-chloro-9-iodo-4,5-dihydrobenzo[b]pyrazolo[1,5-d][1,4]oxazepine-2-carboxylate was reacted with (R)-3-ethynyl-3-hydroxy-1-methylpyrrolidin-2-one to give a diasteromeric mixture of (R)-ethyl 3-chloro-9-((3-hydroxy-1-methyl-2-oxopyrrolidin-3-yl)ethynyl)-4,5-dihydrobenzo[b]pyrazolo[1,5-d][1,4]oxazepine-2-carboxylate. Following aminolysis of the ethyl ester (similar to as described in General Procedure M) the titled compound was obtained ...